From a dataset of the Open Reaction Database (ORD), a public repository of structured organic reaction records. describe an organic reaction: reactants, conditions, products, and yield Reactants: O=CO, CC(C)Oc1ccc(N)cc1C(F)(F)F, O. Yields the product CC(C)Oc1ccc(NC=O)cc1C(F)(F)F. Reaction SMILES: [CH:16](=[O:17])[OH:18].[CH:1]([CH3:2])([CH3:3])[O:4][c:5]1[c:6]([C:12]([F:13])([F:14])[F:15])[cH:7][c:8]([NH2:9])[cH:10][cH:11]1.[OH2:19]>>[CH:1]([CH3:2])([CH3:3])[O:4][c:5]1[c:6]([C:12]([F:13])([F:14])[F:15])[cH:7][c:8]([NH:9][CH:16]=[O:17])[cH:10][cH:11]1. The reactants are CCCCC(C(O)C(=O)OC(C)(C)C)N(Cc1ccccc1)C(C)c1ccccc1, CC(=O)O. The product is CCCCC(N)C(O)C(=O)OC(C)(C)C. As a reaction SMILES: [CH2:1]([N:8]([CH:2]([CH3:3])[c:4]1[cH:5][cH:6][cH:7][cH:9][cH:10]1)[CH:17]([CH:18]([C:19](=[O:20])[O:21][C:22]([CH3:23])([CH3:24])[CH3:25])[OH:26])[CH2:27][CH2:28][CH2:29][CH3:30])[c:11]1[cH:12][cH:13][cH:14][cH:15][cH:16]1.[CH3:31][C:32](=[O:33])[OH:34]>>[NH2:8][CH:17]([CH:18]([C:19](=[O:20])[O:21][C:22]([CH3:23])([CH3:24])[CH3:25])[OH:26])[CH2:27][CH2:28][CH2:29][CH3:30]. Starting materials: C(C)(C)C1=CC=C(C=C1)C1=NC2=C(N1CCOC)C(=CC(=C2)CC2=C(C=CC=C2)SC)OC (2-(4-Isopropyl-phenyl)-7-methoxy-1-(2-methoxy-ethyl)-5-(2-methylsulfanyl-benzyl)-1H-benzoimidazole), OO (hydrogen peroxide), CCOC(=O)C (EtOAc). Run in C(C)(=O)O (acetic acid). Run at time 1.5 hour. Yields the product C(C)(C)C1=CC=C(C=C1)C1=NC2=C(N1CCOC)C(=CC(=C2)CC2=C(C=CC=C2)S(=O)C)OC (2-(4-isopropyl-phenyl)-5-(2-methanesulfinyl-benzyl)-7-methoxy-1-(2-methoxy-ethyl)-1H-benzoimidazole). As a reaction SMILES: [CH:1]([C:4]1[CH:9]=[CH:8][C:7]([C:10]2[N:14]([CH2:15][CH2:16][O:17][CH3:18])[C:13]3[C:19]([O:32][CH3:33])=[CH:20][C:21]([CH2:23][C:24]4[CH:29]=[CH:28][CH:27]=[CH:26][C:25]=4[S:30][CH3:31])=[CH:22][C:12]=3[N:11]=2)=[CH:6][CH:5]=1)([CH3:3])[CH3:2].OO.CC[O:38]C(C)=O>C(O)(=O)C>[CH:1]([C:4]1[CH:5]=[CH:6][C:7]([C:10]2[N:14]([CH2:15][CH2:16][O:17][CH3:18])[C:13]3[C:19]([O:32][CH3:33])=[CH:20][C:21]([CH2:23][C:24]4[CH:29]=[CH:28][CH:27]=[CH:26][C:25]=4[S:30]([CH3:31])=[O:38])=[CH:22][C:12]=3[N:11]=2)=[CH:8][CH:9]=1)([CH3:3])[CH3:2]. Procedure details: A mixture of 714 mg (1.32 mmol) of 2-(4-Isopropyl-phenyl)-7-methoxy-1-(2-methoxy-ethyl)-5-(2-methylsulfanyl-benzyl)-1H-benzoimidazole and 142 μl (1.39 mmol) hydrogen peroxide solution (30%) in 13 ml acetic acid is stirred at room temperature for 1.5 h. After that 25 ml EtOAc are added and this solution is washed with 4n NaOH (2×), water and sodiumhydrogensulfite solution, dried over MgSO4, filtered and concentrated in vacuo. The residue is purified by flash-chromatography on silica gel (EtOAc) t... Starting materials: O=C1C(CN(C2=C(N1)C=C(C=C2)C)C(C=C(C)C)=O)NC(=O)OC(C)(C)C (2-Oxo-3-tert-butoxycarbonylamino-5-(3-methyl-2-butenoyl)-8-methyl-1,3,4,5-tetrahydro-2H-1,5-benzodiazepine), Cl (hydrochloric acid), BrCC(=O)C1=C(C=CC=C1)C (2-bromo-2′-methylacetophenone), [OH-].[Na+] (sodium hydroxide). The reagents and catalysts are [Br-].C(CCC)[N+](CCCC)(CCCC)CCCC (tetra n-butylammonium bromide). The solvent is C1(=CC=CC=C1)C (toluene). Run at time 4 hour. The product is C=1(C(=CC=CC1)C(=O)CN1C(C(CN(C2=C1C=C(C=C2)C)C(C=C(C)C)=O)NC(=O)OC(C)(C)C)=O)C (1-(2-toluoylmethyl)-2-oxo-3-tert-butoxycarbonylamino-5-(3-methyl-2-butenoyl)-8-methyl-1,3,4,5-tetrahydro-2H-1,5-benzodiazepine). Yield: 108.4%. As a reaction SMILES: [O:1]=[C:2]1[NH:8][C:7]2[CH:9]=[C:10]([CH3:13])[CH:11]=[CH:12][C:6]=2[N:5]([C:14](=[O:19])[CH:15]=[C:16]([CH3:18])[CH3:17])[CH2:4][CH:3]1[NH:20][C:21]([O:23][C:24]([CH3:27])([CH3:26])[CH3:25])=[O:22].Br[CH2:29][C:30]([C:32]1[CH:37]=[CH:36][CH:35]=[CH:34][C:33]=1[CH3:38])=[O:31].[OH-].[Na+].Cl>C1(C)C=CC=CC=1.[Br-].C([N+](CCCC)(CCCC)CCCC)CCC>[C:33]1([CH3:38])[C:32]([C:30]([CH2:29][N:8]2[C:7]3[CH:9]=[C:10]([CH3:13])[CH:11]=[CH:12][C:6]=3[N:5]([C:14](=[O:19])[CH:15]=[C:16]([CH3:18])[CH3:17])[CH2:4][CH:3]([NH:20][C:21]([O:23][C:24]([CH3:27])([CH3:26])[CH3:25])=[O:22])[C:2]2=[O:1])=[O:31])=[CH:37][CH:36]=[CH:35][CH:34]=1 |f:2.3,6.7|. Reported procedure: 2-Oxo-3-tert-butoxycarbonylamino-5-(3-methyl-2-butenoyl)-8-methyl-1,3,4,5-tetrahydro-2H-1,5-benzodiazepine (1.54 g) was suspended in toluene (22 ml), 2-bromo-2′-methylacetophenone (1.05 g), 1N aqueous sodium hydroxide (11 ml) and tetra n-butylammonium bromide (25 mg) were added, and the mixture was stirred for 4 hours at room temperature. The reaction mixture was acidified with 1N hydrochloric acid, extracted with methylene chloride. The organic layer was washed with saturated aqueous sodium bic... Reactants: OC1OC(=O)C2=C(C=CC=C12)O (3,7-dihydroxyphthalide), [C-]#N.[K+] (potassium cyanide), Cl (hydrochloric acid), O (water). Yields the product OC1=C2C(OC(C2=CC=C1)C(=O)N)=O (4-hydroxy-1,3-dihydro-3-oxo-1-isobenzofurancarboxamide). As a reaction SMILES: O[CH:2]1[C:11]2[C:6](=[C:7]([OH:12])[CH:8]=[CH:9][CH:10]=2)[C:4](=[O:5])[O:3]1.[C-:13]#[N:14].[K+].Cl.[OH2:17]>>[OH:12][C:7]1[CH:8]=[CH:9][CH:10]=[C:11]2[C:6]=1[C:4](=[O:5])[O:3][CH:2]2[C:13]([NH2:14])=[O:17] |f:1.2|. Procedure details: 2.8 g of 3,7-dihydroxy-phthalide (see Examples 105 and 106) are introduced into a solution of 7.5 g of potassium cyanide in 35 ml of water, and 25 ml of concentrated hydrochloric acid are slowly added to the mixture while cooling with ice, so that the internal temperature does not exceed 10° C. The reaction mixture is maintained at room temperature for a further 5 hours and then the crystals are filtered off. Having been washed with water and dried well, the product (m.p. 213°-215° C.) is pure 4...